describe an organic reaction: reactants, conditions, products, and yield From a dataset of the Open Reaction Database (ORD), a public repository of structured organic reaction records. Reactants: C[O-].[Na+] (sodium methoxide), [Na] (sodium), BrC(C(=O)OC)CBr (Methyl 2,3-dibromopropionate), C(C)(=O)O (acetic acid). The reagents and catalysts are C[N+](C)(C)[O-] (trimethylamine N-oxide). The solvent is CO (methanol), C(C)OCC (diethyl ether), CO (methanol), C(C)OCC (diethyl ether). The product is BrC(C(=O)OC)COC (methyl 2-bromo-3-methoxypropionate). Reaction SMILES: [Br:1][CH:2]([CH2:7]Br)[C:3]([O:5][CH3:6])=[O:4].C[O-].[Na+].[Na].[C:13](O)(=[O:15])C>CO.C(OCC)C.C[N+]([O-])(C)C>[Br:1][CH:2]([CH2:7][O:15][CH3:13])[C:3]([O:5][CH3:6])=[O:4] |f:1.2,^1:11|. Procedure details: Methyl 2,3-dibromopropionate (21.9 g) and trimethylamine N-oxide (0.1 g) in methanol (8 ml) were cooled to −5° C. with stirring under an atmosphere of nitrogen. A methanolic solution of sodium methoxide, freshly prepared from sodium (2.25 g) and methanol (24 ml), was added dropwise over 15 minutes to the mixture, which was maintained below 0° C. by cooling. On completion of addition, the mixture was stirred for a further 30 minutes and acetic acid (1 ml) was added followed by diethyl ether (100 ... Solvent: C(C)(=O)O (acetic acid). The reactants are [H][H] (hydrogen), 50C, O1COC2=C1C=CC(=C2)C=2C(=NN(C2NS(=O)(=O)\C=C\C2=CC=CC=C2)CC2=CC=CC=C2)OC ((E)-N-[4-(1,3-benzodioxol-5-yl)-1-benzyl-3-methoxy-1H-pyrazol-5-yl]-2-phenyl-1-ethenesulfonamide). Procedure: (E)-N-[4-(1,3-benzodioxol-5-yl)-1-benzyl-3-methoxy-1H-pyrazol-5-yl]-2-phenyl-1-ethenesulfonamide (1.2 g) (Preparation 57) was dissolved in acetic acid (50 ml). Under an atmosphere of nitrogen, Pearlmann's catalyst (JM type 91, 200 mg) was added and the reaction was stirred for 24 h under 2 bars of hydrogen at 50C. The reaction mixture was filtered on a short pad of Celite® and concentrated under reduced pressure. To the oily residue was added water (dichloromethane (200 ml). The phases were sepa... Reaction SMILES: [O:1]1[C:5]2[CH:6]=[CH:7][C:8]([C:10]3[C:11]([O:34][CH3:35])=[N:12][N:13](CC4C=CC=CC=4)[C:14]=3[NH:15][S:16](/[CH:19]=[CH:20]/[C:21]3[CH:26]=[CH:25][CH:24]=[CH:23][CH:22]=3)(=[O:18])=[O:17])=[CH:9][C:4]=2[O:3][CH2:2]1.[H][H]>C(O)(=O)C>[O:1]1[C:5]2[CH:6]=[CH:7][C:8]([C:10]3[C:11]([O:34][CH3:35])=[N:12][NH:13][C:14]=3[NH:15][S:16]([CH2:19][CH2:20][C:21]3[CH:22]=[CH:23][CH:24]=[CH:25][CH:26]=3)(=[O:18])=[O:17])=[CH:9][C:4]=2[O:3][CH2:2]1. Product: O1COC2=C1C=CC(=C2)C=2C(=NNC2NS(=O)(=O)CCC2=CC=CC=C2)OC (N-[4-(1,3-benzodioxol-5-yl)-3-methoxy-1H-pyrazol-5-yl]-2-phenyl-1-ethanesulfonamide). The yield is 97.6%. The reactants are CCOC(C)=O, N, CC(=O)CCn1cnc2ccccc21. Product: CC(N)CCn1cnc2ccccc21. Reaction SMILES: [CH3:16][CH2:17][O:18][C:19](=[O:20])[CH3:21].[NH3:15].[n:1]1([CH2:10][CH2:11][C:12]([CH3:13])=[O:14])[cH:2][n:3][c:4]2[c:5]1[cH:6][cH:7][cH:8][cH:9]2>>[n:1]1([CH2:10][CH2:11][CH:12]([CH3:13])[NH2:15])[cH:2][n:3][c:4]2[c:5]1[cH:6][cH:7][cH:8][cH:9]2. The reactants are E1, ClC=1C=C2N(C(N1)=O)CCN2C(=O)OC(C)(C)C (tert-butyl 7-chloro-5-oxo-2,3-dihydroimidazo[1,2-c]pyrimidine-1 (5H)-carboxylate), FC=1C=C(C=C(C1OC1=CC=C(C=C1)F)F)CO ((3,5-difluoro-4-(4-fluorophenoxy)phenyl)methanol), [H-].[Na+] (NaH). Product: FC=1C=C(COC=2C=C3N(C(N2)=O)CCN3C(=O)OC(C)(C)C)C=C(C1OC1=CC=C(C=C1)F)F (tert-butyl 7-((3,5-difluoro-4-(4-fluorophenoxy)benzyl)oxy)-5-oxo-2,3-dihydroimidazo[1,2-c]pyrimidine-1(5H)-carboxylate). Reaction SMILES: [F:1][C:2]1[CH:3]=[C:4]([CH2:17][OH:18])[CH:5]=[C:6]([F:16])[C:7]=1[O:8][C:9]1[CH:14]=[CH:13][C:12]([F:15])=[CH:11][CH:10]=1.[H-].[Na+].Cl[C:22]1[CH:23]=[C:24]2[N:31]([C:32]([O:34][C:35]([CH3:38])([CH3:37])[CH3:36])=[O:33])[CH2:30][CH2:29][N:25]2[C:26](=[O:28])[N:27]=1>>[F:1][C:2]1[CH:3]=[C:4]([CH:5]=[C:6]([F:16])[C:7]=1[O:8][C:9]1[CH:10]=[CH:11][C:12]([F:15])=[CH:13][CH:14]=1)[CH2:17][O:18][C:22]1[CH:23]=[C:24]2[N:31]([C:32]([O:34][C:35]([CH3:38])([CH3:37])[CH3:36])=[O:33])[CH2:30][CH2:29][N:25]2[C:26](=[O:28])[N:27]=1 |f:1.2|. Procedure: The title compound was prepared by a procedure similar to that described for E1 starting from (3,5-difluoro-4-(4-fluorophenoxy)phenyl)methanol, NaH and tert-butyl 7-chloro-5-oxo-2,3-dihydroimidazo[1,2-c]pyrimidine-1 (5H)-carboxylate. Starting materials: ClC=1C=C(C=CC1F)C1=CN=C2N1C=CC(=C2F)C(C)(C)O (2-[3-(3-Chloro-4-fluorophenyl)-8-fluoroimidazo[1,2-α]pyridin-7-yl]-propan-2-ol), O1COC2=C1C=CC(=C2)B(O)O (benzo[1,3]dioxole-5-boronic acid). Product: O1COC2=C1C=CC(=C2)C=2C=C(C=CC2F)C2=CN=C1N2C=CC(=C1F)C(C)(C)O (2-{3-[3-(benzo[1,3]dioxol-5-yl)-4-fluorophenyl]-8-fluoroimidazo[1,2-α]pyridin-7-yl}propan-2-ol). The yield is 4.0%. RXN SMILES: Cl[C:2]1[CH:3]=[C:4]([C:9]2[N:13]3[CH:14]=[CH:15][C:16]([C:19]([OH:22])([CH3:21])[CH3:20])=[C:17]([F:18])[C:12]3=[N:11][CH:10]=2)[CH:5]=[CH:6][C:7]=1[F:8].[O:23]1[C:27]2[CH:28]=[CH:29][C:30](B(O)O)=[CH:31][C:26]=2[O:25][CH2:24]1>>[O:23]1[C:27]2[CH:28]=[CH:29][C:30]([C:2]3[CH:3]=[C:4]([C:9]4[N:13]5[CH:14]=[CH:15][C:16]([C:19]([OH:22])([CH3:21])[CH3:20])=[C:17]([F:18])[C:12]5=[N:11][CH:10]=4)[CH:5]=[CH:6][C:7]=3[F:8])=[CH:31][C:26]=2[O:25][CH2:24]1. Procedure details: 2-[3-(3-Chloro-4-fluorophenyl)-8-fluoroimidazo[1,2-α]pyridin-7-yl]-propan-2-ol and benzo[1,3]dioxole-5-boronic acid were coupled in the same way as in Example 30 to give 2-{3-[3-(benzo[1,3]dioxol-5-yl)-4-fluorophenyl]-8-fluoroimidazo[1,2-α]pyridin-7-yl}propan-2-ol as an off-white solid (8 mg, 4%): m/z (ES+) 409 [MH+].